Dataset: the Open Reaction Database (ORD), a public repository of structured organic reaction records. Task: describe an organic reaction: reactants, conditions, products, and yield Starting materials: CCO, COc1cc2ncc(Cl)nc2cc1OC, NC1CCC(O)CC1. Product: COc1cc2ncc(NC3CCC(O)CC3)nc2cc1OC. Reaction SMILES: [CH3:24][CH2:25][OH:26].[Cl:9][c:10]1[n:11][c:12]2[cH:13][c:14]([O:22][CH3:23])[c:15]([O:20][CH3:21])[cH:16][c:17]2[n:18][cH:19]1.[NH2:1][CH:2]1[CH2:3][CH2:4][CH:5]([OH:8])[CH2:6][CH2:7]1>>[NH:1]([CH:2]1[CH2:3][CH2:4][CH:5]([OH:8])[CH2:6][CH2:7]1)[c:10]1[n:11][c:12]2[cH:13][c:14]([O:22][CH3:23])[c:15]([O:20][CH3:21])[cH:16][c:17]2[n:18][cH:19]1. Starting materials: CS(=O)(=O)NC1=CC=C(C(=O)O)C=C1 (4-methanesulfonylaminobenzoic acid), Cl.ClC1=CC=C(C=C1)C(=O)C1CCNCC1 ((4-chlorophenyl)(piperidin-4-yl)methanone hydrochloride). The product is ClC1=CC=C(C(=O)C2CCN(CC2)C(=O)C2=CC=C(C=C2)NS(=O)(=O)C)C=C1 (N-{4-[4-(4-chlorobenzoyl)piperidine-1-carbonyl]phenyl}methanesulfonamide). The yield is 53.9%. RXN SMILES: [CH3:1][S:2]([NH:5][C:6]1[CH:14]=[CH:13][C:9]([C:10]([OH:12])=O)=[CH:8][CH:7]=1)(=[O:4])=[O:3].Cl.[Cl:16][C:17]1[CH:22]=[CH:21][C:20]([C:23]([CH:25]2[CH2:30][CH2:29][NH:28][CH2:27][CH2:26]2)=[O:24])=[CH:19][CH:18]=1>>[Cl:16][C:17]1[CH:18]=[CH:19][C:20]([C:23]([CH:25]2[CH2:30][CH2:29][N:28]([C:10]([C:9]3[CH:8]=[CH:7][C:6]([NH:5][S:2]([CH3:1])(=[O:3])=[O:4])=[CH:14][CH:13]=3)=[O:12])[CH2:27][CH2:26]2)=[O:24])=[CH:21][CH:22]=1 |f:1.2|. Reported procedure: Using 4-methanesulfonylaminobenzoic acid (800 mg) and (4-chlorophenyl)(piperidin-4-yl)methanone hydrochloride (967 mg) and by the reaction and treatment in the same manner as in Example 86, the title compound (843 mg) was obtained. Starting materials: F[B-](F)(F)F.[H+] (tetrafluoroboric acid), C[Si](C)(C)C=[N+]=[N-] (trimethylsilyldiazomethane), F[B-](F)(F)F.[H+] (tetrafluoroboric acid), BrC=1C(=C2C(N=C(O2)C(CO)(C)C)=C(C1C)C#N)F (6-Bromo-7-fluoro-2-(2-hydroxy-1,1-dimethylethyl)-5-methyl-1,3-benzoxazole-4-carbonitrile), C[Si](C)(C)C=[N+]=[N-] (trimethylsilyldiazomethane), O (water). Solvent: C(Cl)Cl (methylene chloride). Conditions: temperature 0 celsius, time 40 minute. Yields the product BrC=1C(=C2C(N=C(O2)C(COC)(C)C)=C(C1C)C#N)F (6-Bromo-2-[2-methoxy-1,1-dimethylethyl]-7-fluoro-5-methyl-1,3-benzoxazole-4-carbonitrile). Yield: 106.1%. Reaction SMILES: [Br:1][C:2]1[C:3]([F:19])=[C:4]2[O:8][C:7]([C:9]([CH3:13])([CH3:12])[CH2:10][OH:11])=[N:6][C:5]2=[C:14]([C:17]#[N:18])[C:15]=1[CH3:16].F[B-](F)(F)F.[H+].[CH3:26][Si](C=[N+]=[N-])(C)C.O>C(Cl)Cl>[Br:1][C:2]1[C:3]([F:19])=[C:4]2[O:8][C:7]([C:9]([CH3:13])([CH3:12])[CH2:10][O:11][CH3:26])=[N:6][C:5]2=[C:14]([C:17]#[N:18])[C:15]=1[CH3:16] |f:1.2|. Reported procedure: 6-Bromo-7-fluoro-2-(2-hydroxy-1,1-dimethylethyl)-5-methyl-1,3-benzoxazole-4-carbonitrile (I-108) (912.6 mg, 2.79 mmol) and (514 mg, 1.57 mmol) were separately dissolved in methylene chloride (9 ml and 5 ml), and aqueous 42% tetrafluoroboric acid solution (420 μl, 2.79 mmol) and (240 μl, 1.57 mmol) were individually added to each, then with cooling with ice, trimethylsilyldiazomethane (2 M hexane solution, 2.8 ml, 5.58 mmol) and (1.6 ml, 3.14 mmol) were dropwise added, followed by stirring at 0° ... Starting materials: Cl.ClC1=NN=C(C2=CC=CC=C12)CC1=NC=NC=C1 (1-chloro-4-(4-pyrimidinylmethyl)phthalazine hydrochloride), ClC1=CC=C(N)C=C1 (4-chloroaniline), C(=O)(O)[O-].[Na+] (NaHCO3). Run in ClCCl.CO (dichloromethane CH3OH). Yields the product ClC1=CC=C(NC2=NN=C(C3=CC=CC=C23)CC2=NC=NC=C2)C=C1 (1-(4-Chloroanilino)-4-(4-pyrimidinylmethyl)phthalazine). Reaction SMILES: Cl.Cl[C:3]1[C:12]2[C:7](=[CH:8][CH:9]=[CH:10][CH:11]=2)[C:6]([CH2:13][C:14]2[CH:19]=[CH:18][N:17]=[CH:16][N:15]=2)=[N:5][N:4]=1.[Cl:20][C:21]1[CH:27]=[CH:26][C:24]([NH2:25])=[CH:23][CH:22]=1.C([O-])(O)=O.[Na+]>ClCCl.CO>[Cl:20][C:21]1[CH:27]=[CH:26][C:24]([NH:25][C:3]2[C:12]3[C:7](=[CH:8][CH:9]=[CH:10][CH:11]=3)[C:6]([CH2:13][C:14]3[CH:19]=[CH:18][N:17]=[CH:16][N:15]=3)=[N:5][N:4]=2)=[CH:23][CH:22]=1 |f:0.1,3.4,5.6|. Reported procedure: A mixture of 100 mg (0.45 mmol) 1-chloro-4-(4-pyrimidinylmethyl)phthalazine hydrochloride and 149 mg (1.17 mmol) 4-chloroaniline is heated for 1.5 h to 100° C. The reaction mixture is distributed between dichloromethane/CH3OH, 19:1 and sat. NaHCO3 solution. The organic phase is separated off, washed with water and brine, dried (Na2SO4), and concentrated by evaporation. Chromatography (SiO2; ethyl acetate/CH3OH, 19:1) and crystallization from ethyl acetate/ether yield the title compound: m.p.: 17... Reactants: O=C([O-])[O-], CCOC(C)=O, COC(=O)c1ccc([N+](=O)[O-])c(F)c1, [K+], [K+], CN(C)C=O, CCCCC(CC)COC(=O)CCS. Yields the product CCCCC(CC)COC(=O)CCSc1cc(C(=O)OC)ccc1[N+](=O)[O-]. RXN SMILES: [C:29](=[O:30])([O-:31])[O-:32].[CH3:40][CH2:41][O:42][C:43](=[O:44])[CH3:45].[F:1][c:2]1[cH:3][c:4]([C:5](=[O:6])[O:7][CH3:8])[cH:9][cH:10][c:11]1[N+:12](=[O:13])[O-:14].[K+:33].[K+:34].[O:35]=[CH:36][N:37]([CH3:38])[CH3:39].[SH:15][CH2:16][CH2:17][C:18](=[O:19])[O:20][CH2:21][CH:22]([CH2:23][CH2:24][CH2:25][CH3:26])[CH2:27][CH3:28]>>[c:2]1([S:15][CH2:16][CH2:17][C:18](=[O:19])[O:20][CH2:21][CH:22]([CH2:23][CH2:24][CH2:25][CH3:26])[CH2:27][CH3:28])[cH:3][c:4]([C:5](=[O:6])[O:7][CH3:8])[cH:9][cH:10][c:11]1[N+:12](=[O:13])[O-:14]. Reactants: C(C)(C)(C)OC(=O)N1[C@@](CC1)(C)C(N(CCCC(=O)OC)CC1=CC(=CC=C1)Cl)=O ((R)-2-[(3-chloro-benzyl)-(3-methoxycarbonyl-propyl)-carbamoyl]-2-methyl-azetidine-1-carboxylic acid tert-butyl ester), Intermediate 175, Cl (HCl). Solvent: O1CCOCC1 (dioxane), O1CCOCC1 (dioxane). Reaction conditions: temperature 20 celsius, time 16 hour. Yields the product Cl.COC(CCCN(C(=O)[C@@]1(NCC1)C)CC1=CC(=CC=C1)Cl)=O (4-[(3-chloro-benzyl)-((R)-2-methyl-azetidine-2-carbonyl)-amino]-butyric acid methyl ester hydrochloride). The yield is 81.0%. As a reaction SMILES: C(OC([N:8]1[CH2:11][CH2:10][C@@:9]1([C:13](=[O:30])[N:14]([CH2:22][C:23]1[CH:28]=[CH:27][CH:26]=[C:25]([Cl:29])[CH:24]=1)[CH2:15][CH2:16][CH2:17][C:18]([O:20][CH3:21])=[O:19])[CH3:12])=O)(C)(C)C.Cl>O1CCOCC1>[ClH:29].[CH3:21][O:20][C:18](=[O:19])[CH2:17][CH2:16][CH2:15][N:14]([CH2:22][C:23]1[CH:28]=[CH:27][CH:26]=[C:25]([Cl:29])[CH:24]=1)[C:13]([C@@:9]1([CH3:12])[CH2:10][CH2:11][NH:8]1)=[O:30] |f:3.4|. Procedure: To a solution of (R)-2-[(3-chloro-benzyl)-(3-methoxycarbonyl-propyl)-carbamoyl]-2-methyl-azetidine-1-carboxylic acid tert-butyl ester, Intermediate 175 (17.6 g, 1 eq.) in 200 mL of dioxane under nitrogen was added a solution of HCl (4N) in dioxane (50 mL, 5 eq.). The reaction was stirred for 16 h at 20° C., then concentrated under reduced pressure. The crude was solubilised in DCM, poured into Et2O and the resulting solid was filtered, washed with Et2O and pentane and dried to afford 4-[(3-chlor... Reactants: C(C=C)N(C(COC1=C(C=CC(=C1)F)C(=O)N1CC=2C(=C3N=C(C(=C(N3N2)C)Cl)C)C1)C)C ({2-[2-(allyl-methyl-amino)-propoxy]-4-fluoro-phenyl}-(6-chloro-5,7-dimethyl-1H,3H-2,4,7a,8-tetraaza-cyclopenta[a]inden-2-yl)-methanone), C1(=CC=CC=C1)P(CCCCP(C1=CC=CC=C1)C1=CC=CC=C1)C1=CC=CC=C1 (1,4-bis(diphenylphosphino)butane), SC1=C(C(=O)O)C=CC=C1 (2-mercapto-benzoic acid). Reagents/catalysts: C=1C=CC(=CC1)/C=C/C(=O)/C=C/C2=CC=CC=C2.C=1C=CC(=CC1)/C=C/C(=O)/C=C/C2=CC=CC=C2.[Pd] (Pd(dba)2). Run in C1CCOC1 (THF), C1CCOC1 (THF), CC(OCC)=O (EA). Run at time 10 minute. The product is ClC1=C(N2N=C3C(=C2N=C1C)CN(C3)C(=O)C3=C(C=C(C=C3)F)OCC(C)NC)C ((6-chloro-5,7-dimethyl-1H,3H-2,4,7a,8-tetraaza-cyclopenta[a]inden-2-yl)-[4-fluoro-2-(2-methylamino-propoxy)-phenyl]-methanone). The yield is 12.9%. RXN SMILES: C1(P(C2C=CC=CC=2)CCCCP(C2C=CC=CC=2)C2C=CC=CC=2)C=CC=CC=1.[CH2:31]([N:34](C)[CH:35]([CH3:62])[CH2:36][O:37][C:38]1[CH:43]=[C:42]([F:44])[CH:41]=[CH:40][C:39]=1[C:45]([N:47]1[CH2:61][C:50]2=[C:51]3[N:56]([N:57]=[C:49]2[CH2:48]1)[C:55]([CH3:58])=[C:54]([Cl:59])[C:53]([CH3:60])=[N:52]3)=[O:46])C=C.SC1C=CC=CC=1C(O)=O>C1COCC1.CC(=O)OCC.C1C=CC(/C=C/C(/C=C/C2C=CC=CC=2)=O)=CC=1.C1C=CC(/C=C/C(/C=C/C2C=CC=CC=2)=O)=CC=1.[Pd]>[Cl:59][C:54]1[C:53]([CH3:60])=[N:52][C:51]2[N:56]([N:57]=[C:49]3[CH2:48][N:47]([C:45]([C:39]4[CH:40]=[CH:41][C:42]([F:44])=[CH:43][C:38]=4[O:37][CH2:36][CH:35]([NH:34][CH3:31])[CH3:62])=[O:46])[CH2:61][C:50]3=2)[C:55]=1[CH3:58] |f:5.6.7|. Procedure details: A mixture of Pd(dba)2 (5.2 mg; 0.01 mmol; 0.05 eq.) and 1,4-bis(diphenylphosphino)butane (3.8 mg; 0.01 mmol; 0.05 eq.) in THF (1 mL) was stirred for 10 minutes then added to a solution of {2-[2-(allyl-methyl-amino)-propoxy]-4-fluoro-phenyl}-(6-chloro-5,7-dimethyl-1H,3H-2,4,7a,8-tetraaza-cyclopenta[a]inden-2-yl)-methanone (85 mg; 0.18 mmol; 1 eq.) in THF (3 mL) followed by 2-mercapto-benzoic acid (31 mg; 0.20 mmol; 1.1 eq.) and the reaction mixture was stirred at 60° C. for 2 hours. The solution ... Starting materials: FC(F)(F)c1ccc(OCc2nc3cc(Br)ccc3[nH]2)cc1, COCCOC, O=Cc1ccccc1B(O)O, [Na+], [Na+], O=C([O-])[O-], O. Yields the product O=Cc1ccccc1-c1ccc2[nH]c(COc3ccc(C(F)(F)F)cc3)nc2c1. RXN SMILES: [Br:1][c:2]1[cH:3][c:4]2[c:5]([nH:6][c:7]([CH2:9][O:10][c:11]3[cH:12][cH:13][c:14]([C:17]([F:18])([F:19])[F:20])[cH:15][cH:16]3)[n:8]2)[cH:21][cH:22]1.[CH3:40][O:41][CH2:42][CH2:43][O:44][CH3:45].[CH:23](=[O:24])[c:25]1[c:26]([B:31]([OH:32])[OH:33])[cH:27][cH:28][cH:29][cH:30]1.[Na+:34].[Na+:35].[O-:36][C:37](=[O:38])[O-:39].[OH2:46]>>[c:2]1(-[c:26]2[c:25]([CH:23]=[O:24])[cH:30][cH:29][cH:28][cH:27]2)[cH:3][c:4]2[c:5]([nH:6][c:7]([CH2:9][O:10][c:11]3[cH:12][cH:13][c:14]([C:17]([F:18])([F:19])[F:20])[cH:15][cH:16]3)[n:8]2)[cH:21][cH:22]1. Starting materials: CCOCC, Cl, CC(C)CC(C(=O)NN(CC(C)C)C(=O)CNC(N)=O)C(CC=Cc1ccccc1)C(=O)NOC1CCCCO1, C1COCCO1. The product is CC(C)CC(C(=O)NN(CC(C)C)C(=O)CNC(N)=O)C(CC=Cc1ccccc1)C(=O)NO. RXN SMILES: [CH3:48][CH2:49][O:50][CH2:51][CH3:52].[ClH:41].[O:1]1[CH2:2][CH2:3][CH2:4][CH2:5][CH:6]1[O:7][NH:8][C:9](=[O:10])[CH:11]([CH2:12][CH:13]=[CH:14][c:15]1[cH:16][cH:17][cH:18][cH:19][cH:20]1)[CH:21]([C:22](=[O:23])[NH:24][N:25]([C:26]([CH2:27][NH:28][C:29](=[O:30])[NH2:31])=[O:32])[CH2:33][CH:34]([CH3:35])[CH3:36])[CH2:37][CH:38]([CH3:39])[CH3:40].[O:42]1[CH2:43][CH2:44][O:45][CH2:46][CH2:47]1>>[OH:7][NH:8][C:9](=[O:10])[CH:11]([CH2:12][CH:13]=[CH:14][c:15]1[cH:16][cH:17][cH:18][cH:19][cH:20]1)[CH:21]([C:22](=[O:23])[NH:24][N:25]([C:26]([CH2:27][NH:28][C:29](=[O:30])[NH2:31])=[O:32])[CH2:33][CH:34]([CH3:35])[CH3:36])[CH2:37][CH:38]([CH3:39])[CH3:40]. Reactants: C1CCOC1 (THF), CC1(C(C1)C(=O)OCC)C1=CC=C(C=C1)C(F)(F)F (Ethyl 2-methyl-2-[4-(trifluoromethyl)phenyl]cyclopropanecarboxylate), [OH-].[Na+] (sodium hydroxide). Reported procedure: The procedure described in Example 2I was followed using a THF (30 ml) solution of 14A (5.92 g, 21.7 mmol), 2M sodium hydroxide aqueous solution (22 ml) and MeOH (30 ml) to give 5.0 g (94% yield) of the title compound as white solids. RXN SMILES: C1COCC1.[CH3:6][C:7]1([C:15]2[CH:20]=[CH:19][C:18]([C:21]([F:24])([F:23])[F:22])=[CH:17][CH:16]=2)[CH2:9][CH:8]1[C:10]([O:12]CC)=[O:11].[OH-].[Na+]>CO>[CH3:6][C:7]1([C:15]2[CH:16]=[CH:17][C:18]([C:21]([F:22])([F:23])[F:24])=[CH:19][CH:20]=2)[CH2:9][CH:8]1[C:10]([OH:12])=[O:11] |f:2.3|. Yield: 94.4%. Yields the product CC1(C(C1)C(=O)O)C1=CC=C(C=C1)C(F)(F)F (2-Methyl-2-[4-(trifluoromethyl)phenyl]cyclopropanecarboxylic acid). Run in CO (MeOH).